Task: describe an organic reaction: reactants, conditions, products, and yield. Dataset: the Open Reaction Database (ORD), a public repository of structured organic reaction records The reactants are CCN(CC)c1ccc(C=Cc2scc3c2OCC(C(C)(C)O[SiH2]C(C)(C)C)O3)cc1, [Li]CCCC, CN(C)C=O, C1CCOC1. Product: CCN(CC)c1ccc(C=Cc2sc(C=O)c3c2OCC(C(C)(C)O[SiH2]C(C)(C)C)O3)cc1. RXN SMILES: [C:1]([CH3:2])([CH3:3])([CH3:4])[SiH2:5][O:6][C:7]([CH:8]1[CH2:9][O:10][c:11]2[c:12]([cH:14][s:15][c:16]2[CH:17]=[CH:18][c:19]2[cH:20][cH:21][c:22]([N:25]([CH2:26][CH3:27])[CH2:28][CH3:29])[cH:23][cH:24]2)[O:13]1)([CH3:30])[CH3:31].[CH3:32][CH2:33][CH2:34][CH2:35][Li:36].[CH3:37][N:38]([CH:39]=[O:40])[CH3:41].[O:42]1[CH2:43][CH2:44][CH2:45][CH2:46]1>>[C:1]([CH3:2])([CH3:3])([CH3:4])[SiH2:5][O:6][C:7]([CH:8]1[CH2:9][O:10][c:11]2[c:12]([c:14]([CH:39]=[O:40])[s:15][c:16]2[CH:17]=[CH:18][c:19]2[cH:20][cH:21][c:22]([N:25]([CH2:26][CH3:27])[CH2:28][CH3:29])[cH:23][cH:24]2)[O:13]1)([CH3:30])[CH3:31]. Starting materials: O=C(Cl)c1ccc(Br)cc1, CCC(NCCN(C)C)c1nc2occc2c(=O)n1Cc1ccccc1, CCN(C(C)C)C(C)C, ClCCl. Yields the product CCC(c1nc2occc2c(=O)n1Cc1ccccc1)N(CCN(C)C)C(=O)c1ccc(Br)cc1. RXN SMILES: [Br:1][c:2]1[cH:3][cH:4][c:5]([C:6](=[O:7])[Cl:8])[cH:9][cH:10]1.[CH2:11]([c:12]1[cH:13][cH:14][cH:15][cH:16][cH:17]1)[n:18]1[c:19]([CH:28]([CH2:29][CH3:30])[NH:31][CH2:32][CH2:33][N:34]([CH3:35])[CH3:36])[n:20][c:21]2[c:22]([c:23]1=[O:24])[cH:25][cH:26][o:27]2.[CH:37]([N:38]([CH2:39][CH3:40])[CH:41]([CH3:42])[CH3:43])([CH3:44])[CH3:45].[Cl:46][CH2:47][Cl:48]>>[Br:1][c:2]1[cH:3][cH:4][c:5]([C:6](=[O:7])[N:31]([CH:28]([c:19]2[n:18]([CH2:11][c:12]3[cH:13][cH:14][cH:15][cH:16][cH:17]3)[c:23](=[O:24])[c:22]3[c:21]([n:20]2)[o:27][cH:26][cH:25]3)[CH2:29][CH3:30])[CH2:32][CH2:33][N:34]([CH3:35])[CH3:36])[cH:9][cH:10]1. Reactants: ClC1=C(C=CC=C1)NC(NC=1C=CC(=NC1)C1=CC=C2CN(C(C2=C1)=O)[C@H](C(=O)OC)C(C)C)=O ((S)-Methyl 2-(6-(5-(3-(2-chlorophenyl)ureido)pyridin-2-yl)-1-oxoisoindolin-2-yl)-3-methylbutanoate), NC=1C=CC(=NC1)C1=CC=C2CN(C(C2=C1)=O)[C@H](C(=O)OC)C(C)C ((S)-Methyl 2-(6-(5-aminopyridin-2-yl)-1-oxoisoindolin-2-yl)-3-methylbutanoate), FC=1C=C(C=CC1F)N=C=O (3,4-difluoro phenyl isocyanate). Yields the product FC=1C=C(C=CC1F)NC(NC=1C=CC(=NC1)C1=CC=C2CN(C(C2=C1)=O)[C@H](C(=O)OC)C(C)C)=O ((S)-Methyl 2-(6-(5-(3-(3,4-difluorophenyl)ureido)pyridin-2-yl)-1-oxoisoindolin-2-yl)-3-methylbutanoate). The yield is 89.0%. As a reaction SMILES: ClC1C=CC=CC=1NC(=O)NC1C=CC(C2C=C3C(CN([C@@H](C(C)C)C(OC)=O)C3=O)=CC=2)=NC=1.[NH2:36][C:37]1[CH:38]=[CH:39][C:40]([C:43]2[CH:51]=[C:50]3[C:46]([CH2:47][N:48]([C@@H:53]([CH:58]([CH3:60])[CH3:59])[C:54]([O:56][CH3:57])=[O:55])[C:49]3=[O:52])=[CH:45][CH:44]=2)=[N:41][CH:42]=1.[F:61][C:62]1[CH:63]=[C:64]([N:69]=[C:70]=[O:71])[CH:65]=[CH:66][C:67]=1[F:68]>>[F:61][C:62]1[CH:63]=[C:64]([NH:69][C:70](=[O:71])[NH:36][C:37]2[CH:38]=[CH:39][C:40]([C:43]3[CH:51]=[C:50]4[C:46]([CH2:47][N:48]([C@@H:53]([CH:58]([CH3:60])[CH3:59])[C:54]([O:56][CH3:57])=[O:55])[C:49]4=[O:52])=[CH:45][CH:44]=3)=[N:41][CH:42]=2)[CH:65]=[CH:66][C:67]=1[F:68]. Procedure: The compound of example 399 was prepared analogous to the compound of example 393 by reaction of the compound of example 392 with 3,4-difluoro phenyl isocyanate. Reactants: CN1C=NC(=C1)S(=O)(=O)Cl (1-methylimidazole-4-sulfonyl chloride), TEA, NC1=NC(=C(C(=N1)C)CCCNCC=1C=C(C=CC1)CC(=O)OC)NCCCCC (Methyl 2-(3-((3-(2-Amino-4-methyl-6-(pentylamino)pyrimidin-5-yl)propylamino)methyl)phenyl)acetate). The solvent is C(Cl)Cl (DCM). Conditions: time 16 hour. The product is NC1=NC(=C(C(=N1)C)CCCN(S(=O)(=O)C=1N=CN(C1)C)CC=1C=C(C=CC1)CC(=O)OC)NCCCCC (Methyl 2-(3-((N-(3-(2-amino-4-methyl-6-(pentylamino)pyrimidin-5-yl)propyl)-1-methyl-1H-imidazole-4-sulfonamido)methyl)phenyl)acetate). The yield is 64.0%. RXN SMILES: [NH2:1][C:2]1[N:7]=[C:6]([CH3:8])[C:5]([CH2:9][CH2:10][CH2:11][NH:12][CH2:13][C:14]2[CH:15]=[C:16]([CH2:20][C:21]([O:23][CH3:24])=[O:22])[CH:17]=[CH:18][CH:19]=2)=[C:4]([NH:25][CH2:26][CH2:27][CH2:28][CH2:29][CH3:30])[N:3]=1.[CH3:31][N:32]1[CH:36]=[C:35]([S:37](Cl)(=[O:39])=[O:38])[N:34]=[CH:33]1>C(Cl)Cl>[NH2:1][C:2]1[N:7]=[C:6]([CH3:8])[C:5]([CH2:9][CH2:10][CH2:11][N:12]([CH2:13][C:14]2[CH:15]=[C:16]([CH2:20][C:21]([O:23][CH3:24])=[O:22])[CH:17]=[CH:18][CH:19]=2)[S:37]([C:35]2[N:34]=[CH:33][N:32]([CH3:31])[CH:36]=2)(=[O:39])=[O:38])=[C:4]([NH:25][CH2:26][CH2:27][CH2:28][CH2:29][CH3:30])[N:3]=1. Procedure details: To a stirred solution of the product from Example 1 (80 mg) dissolved in DCM (5 mL) was added 1-methylimidazole-4-sulfonyl chloride (38.4 mg) and TEA (0.032 mL) under nitrogen. The resulting solution was stirred at rt for 16 h, the solvents were evaporated and the residue redissolved in MeOH and the crude product purified by RPHPLC to afford the title compound 69 mg. Starting materials: OC1C=C(C(C1)=O)CCCCCCC(=O)OCC (4-hydroxy-2-(6-carbethoxyhexyl)cyclopent-2-en-1-one), C([O-])(O)=O.[Na+] (sodium bicarbonate), [Cl-].[Na+] (sodium chloride), O1CCCC=C1 (dihydropyran), monohydrate. The solvent is C(Cl)Cl (methylene chloride), CO (MeOH), CCOCC (ether). As a reaction SMILES: [OH:1][CH:2]1[CH2:6][C:5](=[O:7])[C:4]([CH2:8][CH2:9][CH2:10][CH2:11][CH2:12][CH2:13][C:14]([O:16][CH2:17][CH3:18])=[O:15])=[CH:3]1.[O:19]1[CH:24]=[CH:23][CH2:22][CH2:21][CH2:20]1.[Cl-].[Na+].C(=O)(O)[O-].[Na+]>CCOCC.CO.C(Cl)Cl>[O:19]1[CH2:24][CH2:23][CH2:22][CH2:21][CH:20]1[O:1][CH:2]1[CH2:6][C:5](=[O:7])[C:4]([CH2:8][CH2:9][CH2:10][CH2:11][CH2:12][CH2:13][C:14]([O:16][CH2:17][CH3:18])=[O:15])=[CH:3]1 |f:2.3,4.5|. Conditions: time 20 minute. Procedure: To a stirred solution of 674 mg. (2.64 mmoles) of 4-hydroxy-2-(6-carbethoxyhexyl)cyclopent-2-en-1-one (Example 29) and 2.22 g. (26.4 mmoles) of dihydropyran in 2.6 ml. of methylene chloride is added 5.0 mg. (0.026 mmoles) of p-toluenesulonic acid monohydrate. After stirring for 20 minutes at room temperature the solution is diluted with ether and poured into saturated sodium chloride solution containing a little sodium bicarbonate. The organic phase is separated and washed with saturated sodium ... Yields the product O1C(CCCC1)OC1C=C(C(C1)=O)CCCCCCC(=O)OCC (4-tetrahydropyranyloxy-2-(6-carbethoxyhexyl)cyclopent-2-en-1-one).